This data is from the Open Reaction Database (ORD), a public repository of structured organic reaction records. The task is: describe an organic reaction: reactants, conditions, products, and yield Reactants: CC(C)(C)[O-].[K+] (t-BuOK), CC(C)(C)O (t-BuOH), C(C#C)OC1=CC=C(C=C1)C(=O)O (1-propargyloxybenzene-4-carboxylic acid), CC(C)(C)O (t-BuOH). The solvent is O (water). Yields the product C(=C=C)OC1=CC=C(C=C1)C(=O)O (1-allenyloxy benzene-4-carboxylic acid). Isolated yield 43.0%. As a reaction SMILES: CC([O-])(C)C.[K+].CC(O)(C)C.[CH2:12]([O:15][C:16]1[CH:21]=[CH:20][C:19]([C:22]([OH:24])=[O:23])=[CH:18][CH:17]=1)[C:13]#[CH:14]>O>[CH:12]([O:15][C:16]1[CH:21]=[CH:20][C:19]([C:22]([OH:24])=[O:23])=[CH:18][CH:17]=1)=[C:13]=[CH2:14] |f:0.1|. Procedure details: Into a similar reaction vessel, as used in the abovementioned reaction, were placed 7.920 parts of t-BuOK and 44.882 parts of t-BuOH and to this, a mixture of 10,000 parts of 1-propargyloxybenzene-4-carboxylic acid and 23.333 parts of t-BuOH was added dropwise. The content was reacted at 50° C. for 60 minutes and then a deionized water was added to stop the reaction. t-BuOH layer and water layer were removed by using an evaporator, and the residue was added with 1N-HCl and then extracted with an... Reactants: ClC=1NC2=C(N1)C=CC=C2 (2-chlorobenzimidazole), NC=1C=C(C=CC1Cl)C(F)(F)F (3-amino-4-chlorobenzotrifluoride). The product is N1=C(NC2=C1C=CC=C2)NC2=C(C=CC(=C2)C(F)(F)F)Cl (N-(Benzoimidazol-2-yl)-2-chloro-5-(trifluoromethyl)aniline). RXN SMILES: Cl[C:2]1[NH:3][C:4]2[CH:10]=[CH:9][CH:8]=[CH:7][C:5]=2[N:6]=1.[NH2:11][C:12]1[CH:13]=[C:14]([C:19]([F:22])([F:21])[F:20])[CH:15]=[CH:16][C:17]=1[Cl:18]>>[N:6]1[C:5]2[CH:7]=[CH:8][CH:9]=[CH:10][C:4]=2[NH:3][C:2]=1[NH:11][C:12]1[CH:13]=[C:14]([C:19]([F:20])([F:21])[F:22])[CH:15]=[CH:16][C:17]=1[Cl:18]. Reported procedure: The title compound was prepared from 2-chlorobenzimidazole and 3-amino-4-chlorobenzotrifluoride by Procedure A. The product was isolated upon basic work-up and purified by preparative LCMS to give the title compound as the free base. 1NMR (CDCl3) δ 6.40 (br s, 2H), 7.11-7.15 (d, 1H), 7.18-7.25 (m, 2H), 7.35-7.41 (d, 1H), 7.42-7.46 (m, 2H), 8.57 (s, 1H). MS(ES+) m/z 312 ([M+1]+, 100). Reactants: IC=1C=C2/C(/C(NC(C2=CC1)=O)=O)=C/NC1=CC=C(C=C1)N1[C@H](CN([C@@H](C1)C)C)C ((4Z)-6-Iodo-4-[({4-[(2S,5R)-2,4,5-trimethylpiperazin-1-yl]phenyl}amino)methylene]-isoquinoline-1,3(2H,4H)-dione), BrC=1C=C2C(C(NC(C2=CC1)=O)=O)=CNC1=CC=C(C=C1)N1CC(NC(C1)C)C (6-bromo-4-({[4-(3,5-dimethylpiperazin-1-yl)phenyl]amino}methylene)isoquinoline-1,3(2H,4H)-dione). Product: IC=1C=C2\C(\C(NC(C2=CC1)=O)=O)=C/OC ((4E)-6-iodo-4-(methoxymethylene)isoquinoline-1,3(2H,4H)-dione), CC1N(CC(N(C1)C)C)C1=CC=C(C=C1)N (4-(2,4,5-trimethyl-piperazin-1-yl)-phenylamine). As a reaction SMILES: [I:1][C:2]1[CH:3]=[C:4]2[C:9](=[CH:10][CH:11]=1)[C:8](=[O:12])[NH:7][C:6](=[O:13])/[C:5]/2=[CH:14]\[NH:15][C:16]1[CH:21]=[CH:20][C:19]([N:22]2[CH2:27][C@@H:26]([CH3:28])[N:25]([CH3:29])[CH2:24][C@@H:23]2[CH3:30])=[CH:18][CH:17]=1.BrC1C=C2C(=CC=1)[C:38](=[O:42])NC(=O)C2=CNC1C=CC(N2CC(C)NC(C)C2)=CC=1>>[I:1][C:2]1[CH:3]=[C:4]2[C:9](=[CH:10][CH:11]=1)[C:8](=[O:12])[NH:7][C:6](=[O:13])/[C:5]/2=[CH:14]/[O:42][CH3:38].[CH3:30][CH:23]1[CH2:24][N:25]([CH3:29])[CH:26]([CH3:28])[CH2:27][N:22]1[C:19]1[CH:18]=[CH:17][C:16]([NH2:15])=[CH:21][CH:20]=1. Procedure details: Using the procedure described for the preparation of 4Z)-6-bromo-4-({[4-(3,5-dimethylpiperazin-1-yl)phenyl]amino}methylene)isoquinoline-1,3(2H,4H)-dione, 0.078 g (49.7% yield) of light brown solid is obtained from 0.10 g (0.30 mmol) of (4E)-6-iodo-4-(methoxymethylene)isoquinoline-1,3(2H,4H)-dione and 4-(2,4,5-trimethyl-piperazin-1-yl)-phenylamine (0.073 g, 0.33 mmol) after purified by column chromatography over silica gel using 5% MeOH/CHCl3 as eluent: mp 199-200° C.; MS (ESI) m/z 517.1 (M+H)+1 Reactants: COC1=CC=C(CN(C2=NC(=NC(=N2)C)C=2C(=NC=CC2)NC=2C=CC(=NC2)NC(=O)NC2=CC(=CC=C2)F)CC2=CC=C(C=C2)OC)C=C1 (1-(5-(3-(4-(bis(4-methoxybenzyl)amino)-6-methyl-1,3,5-triazin-2-yl)pyridin-2-ylamino)pyridin-2-yl)-3-(3-fluorophenyl)urea), FC(S(=O)(=O)O)(F)F (trifluoromethanesulfonic acid), C([O-])(O)=O.[Na+] (sodium bicarbonate). The solvent is C(=O)(C(F)(F)F)O (TFA). Run at time 8 hour. The product is NC1=NC(=NC(=N1)C)C=1C(=NC=CC1)NC=1C=CC(=NC1)NC(=O)NC1=CC(=CC=C1)F (1-(5-(3-(4-amino-6-methyl-1,3,5-triazin-2-yl)pyridin-2-ylamino)pyridin-2-yl)-3-(3-fluorophenyl)urea). The yield is 57.5%. Reaction SMILES: COC1C=CC(C[N:8](CC2C=CC(OC)=CC=2)[C:9]2[N:14]=[C:13]([CH3:15])[N:12]=[C:11]([C:16]3[C:17]([NH:22][C:23]4[CH:24]=[CH:25][C:26]([NH:29][C:30]([NH:32][C:33]5[CH:38]=[CH:37][CH:36]=[C:35]([F:39])[CH:34]=5)=[O:31])=[N:27][CH:28]=4)=[N:18][CH:19]=[CH:20][CH:21]=3)[N:10]=2)=CC=1.FC(F)(F)S(O)(=O)=O.C(=O)(O)[O-].[Na+]>C(O)(C(F)(F)F)=O>[NH2:8][C:9]1[N:14]=[C:13]([CH3:15])[N:12]=[C:11]([C:16]2[C:17]([NH:22][C:23]3[CH:24]=[CH:25][C:26]([NH:29][C:30]([NH:32][C:33]4[CH:38]=[CH:37][CH:36]=[C:35]([F:39])[CH:34]=4)=[O:31])=[N:27][CH:28]=3)=[N:18][CH:19]=[CH:20][CH:21]=2)[N:10]=1 |f:2.3|. Reported procedure: A solution of 1-(5-(3-(4-(bis(4-methoxybenzyl)amino)-6-methyl-1,3,5-triazin-2-yl)pyridin-2-ylamino)pyridin-2-yl)-3-(3-fluorophenyl)urea (0.0824 g, 0.123 mmol) and trifluoromethanesulfonic acid (TCI) (0.02 mL, 0.225 mmol) in TFA (1 mL) was stirred at rt for 3 h, 50° C. for 3 h, then 75° C. for overnight. Saturated sodium bicarbonate was added slowly to quench the reaction and the resulting precipitate was collected by filtration. The crude product was purified by preparative HPLC using Phenomenex... The reactants are O (Water), C([O-])([O-])=O.[Cs+].[Cs+] (cesium carbonate), COC1=CC=C(CCl)C=C1 (p-methoxybenzyl chloride), IC=1C(=NNC1)C1=CC(=CC=C1)[N+](=O)[O-] (4-iodo-3-(3-nitrophenyl)-1H-pyrazole). Solvent: CN(C=O)C (dimethylformamide). Reaction conditions: temperature 70 celsius, time 5 hour. Yields the product IC=1C(=NN(C1)CC1=CC=C(C=C1)OC)C1=CC(=CC=C1)[N+](=O)[O-] (4-iodo-1-(4-methoxybenzyl)-3-(3-nitrophenyl)-1H-pyrazole). RXN SMILES: [I:1][C:2]1[C:3]([C:7]2[CH:12]=[CH:11][CH:10]=[C:9]([N+:13]([O-:15])=[O:14])[CH:8]=2)=[N:4][NH:5][CH:6]=1.C(=O)([O-])[O-].[Cs+].[Cs+].[CH3:22][O:23][C:24]1[CH:31]=[CH:30][C:27]([CH2:28]Cl)=[CH:26][CH:25]=1.O>CN(C)C=O>[I:1][C:2]1[C:3]([C:7]2[CH:12]=[CH:11][CH:10]=[C:9]([N+:13]([O-:15])=[O:14])[CH:8]=2)=[N:4][N:5]([CH2:28][C:27]2[CH:30]=[CH:31][C:24]([O:23][CH3:22])=[CH:25][CH:26]=2)[CH:6]=1 |f:1.2.3|. Procedure: 2 g (6.3 mmol) of 4-iodo-3-(3-nitrophenyl)-1H-pyrazole were dissolved in 20 ml of dry dimethylformamide and 2.46 g (7.5 mmol) of cesium carbonate and 0.85 ml (6.3 mmol) of p-methoxybenzyl chloride were added successively. The reaction mixture was heated at 70° C. under stirring for 5 hours. Water was then added and the product extracted with dichloromethane. The organic phase was dried over sodium sulphate and the solvent evaporated under reduced pressure. 2.4 g (86%) of the title compound cryst... Starting materials: CCCCCC(C)=O, [H][H], Cc1ccc(N)cc1C, O=S(=O)(O)c1ccc2ccccc2c1. Product: CCCCCC(C)Nc1ccc(C)c(C)c1. As a reaction SMILES: [CH3:10][C:11]([CH2:12][CH2:13][CH2:14][CH2:15][CH3:16])=[O:17].[H:32][H:33].[NH2:1][c:2]1[cH:3][c:4]([CH3:9])[c:5]([CH3:8])[cH:6][cH:7]1.[cH:18]1[c:19]2[c:20]([cH:21][cH:22][cH:23][cH:24]2)[cH:25][cH:26][c:27]1[S:28]([OH:29])(=[O:30])=[O:31]>>[NH:1]([c:2]1[cH:3][c:4]([CH3:9])[c:5]([CH3:8])[cH:6][cH:7]1)[CH:11]([CH3:10])[CH2:12][CH2:13][CH2:14][CH2:15][CH3:16]. The reactants are CC(=O)Nc1ccc2c(c1)NC(=O)C2, O=Cc1ccc(OCCN2CCOCC2)c(C2CCCCC2)c1, CC(=O)Nc1ccc2c(c1)NC(=O)C2=Cc1ccc(OCCN2CCOCC2)c(C2CCCCC2)c1. The product is CC(=O)Nc1ccc2c(c1)NC(=O)C2Cc1ccc(OCCN2CCOCC2)c(C2CCCCC2)c1. Reaction SMILES: [C:1]([NH:2][c:3]1[cH:4][c:5]2[c:6]([cH:11][cH:12]1)[CH2:7][C:8](=[O:9])[NH:10]2)(=[O:13])[CH3:14].[CH:15]1([c:16]2[cH:17][c:18]([CH:31]=[O:32])[cH:19][cH:20][c:21]2[O:22][CH2:23][CH2:24][N:25]2[CH2:26][CH2:27][O:28][CH2:29][CH2:30]2)[CH2:33][CH2:34][CH2:35][CH2:36][CH2:37]1.[CH:38]1([c:44]2[cH:45][c:46]([CH:47]=[C:48]3[C:49](=[O:61])[NH:50][c:51]4[cH:52][c:53]([NH:57][C:58]([CH3:59])=[O:60])[cH:54][cH:55][c:56]43)[cH:62][cH:63][c:64]2[O:65][CH2:66][CH2:67][N:68]2[CH2:69][CH2:70][O:71][CH2:72][CH2:73]2)[CH2:39][CH2:40][CH2:41][CH2:42][CH2:43]1>>[CH:38]1([c:44]2[cH:45][c:46]([CH2:47][CH:48]3[C:49](=[O:61])[NH:50][c:51]4[cH:52][c:53]([NH:57][C:58]([CH3:59])=[O:60])[cH:54][cH:55][c:56]43)[cH:62][cH:63][c:64]2[O:65][CH2:66][CH2:67][N:68]2[CH2:69][CH2:70][O:71][CH2:72][CH2:73]2)[CH2:39][CH2:40][CH2:41][CH2:42][CH2:43]1. The reactants are C(C)=O (acetaldehyde), BrC=1C2=C(C(=NC1)Cl)C=C(S2)C2=CC=CC=C2 (7-Bromo-4-chloro-2-phenyl-thieno[3,2-c]pyridine), C1=CC=CC=C1 (benzene), [Li]CCCC (n-BuLi), solution, resultant solution. The solvent is CCCCCC (hexane), C1CCOC1 (THF). Run at temperature -78 celsius, time 2 minute. Product: ClC1=NC=C(C2=C1C=C(S2)C2=CC=CC=C2)C(C)O (1-(4-Chloro-2-phenyl-thieno[3,2-c]pyridin-7-yl)-ethanol). As a reaction SMILES: Br[C:2]1[C:3]2[S:11][C:10]([C:12]3[CH:17]=[CH:16][CH:15]=[CH:14][CH:13]=3)=[CH:9][C:4]=2[C:5]([Cl:8])=[N:6][CH:7]=1.C1C=CC=CC=1.[Li]CCCC.[CH:29](=[O:31])[CH3:30]>C1COCC1.CCCCCC>[Cl:8][C:5]1[C:4]2[CH:9]=[C:10]([C:12]3[CH:17]=[CH:16][CH:15]=[CH:14][CH:13]=3)[S:11][C:3]=2[C:2]([CH:29]([OH:31])[CH3:30])=[CH:7][N:6]=1. Procedure: 7-bromo-4-chloro-2-phenyl-thieno[3,2-c]pyridine 95 (130 mg, 0.40 mmol) was azeotroped to dryness from benzene and dissolved in THF (11 mL). Upon cooling to −78° C., the solution was treated dropwise with n-BuLi (168 μl of a 2.5 M solution in hexane, 0.42 mmol). After 2 min, acetaldehyde (50 μl, 0.89 mmol) was added and the resultant solution was stirred at −78° C. for 1 h. After this time, the reaction mixture was warmed to 0° C., quenched with saturated aqueous ammonium chloride and extracted w...